From a dataset of the Open Reaction Database (ORD), a public repository of structured organic reaction records. describe an organic reaction: reactants, conditions, products, and yield Starting materials: ClC1=C(C=CC(=C1)CCOC1OCCCC1)N(C(C(F)(F)F)=O)CC(=O)OCC (ethyl N-[2-chloro-4-[2-((RS)-tetrahydro-pyran-2-yloxy)ethyl]phenyl]-N-trifluoroacetylaminoacetate), O.C1(=CC=C(C=C1)S(=O)(=O)O)C (p-toluenesulfonic acid monohydrate), C([O-])([O-])=O.[K+].[K+] (potassium carbonate). The solvent is C(C)O (ethanol). Product: ClC1=C(C=CC(=C1)CCO)NCC(=O)OCC (ethyl N-[2-chloro-4-(2-hydroxyethyl)phenyl]aminoacetate). Yield: 64.5%. RXN SMILES: [Cl:1][C:2]1[CH:7]=[C:6]([CH2:8][CH2:9][O:10]C2CCCCO2)[CH:5]=[CH:4][C:3]=1[N:17]([CH2:24][C:25]([O:27][CH2:28][CH3:29])=[O:26])C(=O)C(F)(F)F.O.C1(C)C=CC(S(O)(=O)=O)=CC=1.C(=O)([O-])[O-].[K+].[K+]>C(O)C>[Cl:1][C:2]1[CH:7]=[C:6]([CH2:8][CH2:9][OH:10])[CH:5]=[CH:4][C:3]=1[NH:17][CH2:24][C:25]([O:27][CH2:28][CH3:29])=[O:26] |f:1.2,3.4.5|. Reported procedure: A solution of ethyl N-[2-chloro-4-[2-((RS)-tetrahydro-pyran-2-yloxy)ethyl]phenyl]-N-trifluoroacetylaminoacetate (830 mg) and p-toluenesulfonic acid monohydrate (80 mg) in ethanol (9.0 ml) was stirred for 2 hours at 40° C. To the reaction mixture was added potassium carbonate (314 mg), and the resulting mixture was heated under reflux for 5 hours with stirring. The insoluble material was filtered off, the filtrate was concentrated in vacuo, and the residue was dissolved in ethyl acetate. The solu... Reactants: [Li]CCCC (n-BuLi), compounds, [BH4-].[Na+] (NaBH4), CC(=O)OC(=O)C (Ac2O), C(C)N1C(=NC=C1C(C)=O)OC1=CC=C(C=C1)C (1-(3-ethyl-2(4-methylphenoxy)-3H-imidazol-4-yl)-ethanone), C(C)N1C(=NC=C1)OC1=CC=C(C=C1)C (1-ethyl-2(4-methylphenoxy)-1H-imidazole). Solvent: C([O-])(O)=O.[Na+] (sodium bicarbonate), CO (MeOH), C1CCOC1 (THF). Reaction conditions: temperature -100 celsius, time 3.5 hour. The product is C(C)N1C(=NC=C1C(C)O)OC1=CC=C(C=C1)C (1-(3-Ethyl-2(4-methylphenoxy)-3H-imidazol-4-yl)-ethanol). Reaction SMILES: [Li]CCCC.CC(OC(C)=O)=O.[CH2:13]([N:15]1[C:19]([C:20](=[O:22])[CH3:21])=[CH:18][N:17]=[C:16]1[O:23][C:24]1[CH:29]=[CH:28][C:27]([CH3:30])=[CH:26][CH:25]=1)[CH3:14].C(N1C=CN=C1OC1C=CC(C)=CC=1)C.[BH4-].[Na+]>C1COCC1.C(=O)(O)[O-].[Na+].CO>[CH2:13]([N:15]1[C:19]([CH:20]([OH:22])[CH3:21])=[CH:18][N:17]=[C:16]1[O:23][C:24]1[CH:25]=[CH:26][C:27]([CH3:30])=[CH:28][CH:29]=1)[CH3:14] |f:4.5,7.8|. Procedure details: To a solution of the compound obtained in Example 1-(2) (2.493 g) in THF (123 ml), n-BuLi (4.8 ml, 2.59 N in hexane) was added dropwise at −78° C. under an argon atmosphere and stirred at the same temperature for 3.5 hours. The reaction mixture was cooled to −100° C., mixed with Ac2O (2.3 ml), warmed to −65° C. over 50 minutes, diluted with saturated aqueous sodium bicarbonate, and extracted with AcOEt. After washing with brine, the organic layer was dried over MgSO4, filtered and then evaporate...